This data is from the Open Reaction Database (ORD), a public repository of structured organic reaction records. The task is: describe an organic reaction: reactants, conditions, products, and yield Starting materials: CO, [K+], CN(C)C(=O)Sc1ccc2c(=O)[nH]ccc2c1, [OH-], O. Product: O=c1[nH]ccc2cc(S)ccc12. RXN SMILES: [CH3:1][OH:2].[K+:4].[O:5]=[c:6]1[nH:7][cH:8][cH:9][c:10]2[cH:11][c:12]([S:16][C:17](=[O:18])[N:19]([CH3:20])[CH3:21])[cH:13][cH:14][c:15]12.[OH-:3].[OH2:22]>>[O:5]=[c:6]1[nH:7][cH:8][cH:9][c:10]2[cH:11][c:12]([SH:16])[cH:13][cH:14][c:15]12. Reactants: C(C)(C)(C)OC(=O)[C@H]1N(C(CC1)=O)C(C1=C(C=CC=C1)CBr)=O ((S)-1-(2-bromomethyl-benzoyl)-5-oxo-pyrrolidine-2-carboxylic acid tert-butyl ester), C(C)OP(OCC)OCC (triethylphosphite). Reaction conditions: temperature 70 celsius. Yields the product C(C)(C)(C)OC(=O)[C@H]1N(C(CC1)=O)C(C1=C(C=CC=C1)CP(=O)(OCC)OCC)=O ((S)-1-[2-(Diethoxyphosphorylmethyl)benzoyl]-5-oxo-pyrrolidine-2-carboxylic acid tert-butyl ester). The yield is 82.7%. RXN SMILES: [C:1]([O:5][C:6]([C@@H:8]1[CH2:12][CH2:11][C:10](=[O:13])[N:9]1[C:14](=[O:23])[C:15]1[CH:20]=[CH:19][CH:18]=[CH:17][C:16]=1[CH2:21]Br)=[O:7])([CH3:4])([CH3:3])[CH3:2].[CH2:24]([O:26][P:27]([O:31]CC)[O:28][CH2:29][CH3:30])[CH3:25]>>[C:1]([O:5][C:6]([C@@H:8]1[CH2:12][CH2:11][C:10](=[O:13])[N:9]1[C:14](=[O:23])[C:15]1[CH:20]=[CH:19][CH:18]=[CH:17][C:16]=1[CH2:21][P:27]([O:28][CH2:29][CH3:30])([O:26][CH2:24][CH3:25])=[O:31])=[O:7])([CH3:4])([CH3:3])[CH3:2]. Procedure details: A mixture of (S)-1-(2-bromomethyl-benzoyl)-5-oxo-pyrrolidine-2-carboxylic acid tert-butyl ester (898 mg, 2.4 mmol) and triethylphosphite (432 mg, 2.4 mmol) was heated at 70° C. for 4 h. After cooling, the residue was purified by flash chromatography (ethyl acetate) to afford the title compound as a clear viscous oil (872 mg, 84%): 1H NMR (400 MHz, CDCl3) δ 1.17 (3H, t, J=7.0 Hz), 1.26 (3H, t, J=7.0 Hz), 1.53 (9H, s), 2.07-2.14 (1H, m), 2.43-2.69 (3H, m), 3.12 (1H, dd, J 22.4, 15.0 Hz), 3.62 (1H,... Reactants: OC(CCN1C(C2=CC=CC=C2C1=O)=O)COC1=C(C=CC(=C1)[N+](=O)[O-])N1N=C(N=C1)C (2-(3-hydroxy-4-(2-(3-methyl-1H-1,2,4-triazol-1-yl)-5-nitrophenoxy)butyl)isoindoline-1,3-dione), NN (hydrazine). Solvent: CCO (EtOH). Conditions: temperature 50 celsius. Product: NCCC(COC1=C(C=CC(=C1)[N+](=O)[O-])N1N=C(N=C1)C)O (4-amino-1-(2-(3-methyl-1H-1,2,4-triazol-1-yl)-5-nitrophenoxy)butan-2-ol). The yield is 81.1%. RXN SMILES: [OH:1][CH:2]([CH2:16][O:17][C:18]1[CH:23]=[C:22]([N+:24]([O-:26])=[O:25])[CH:21]=[CH:20][C:19]=1[N:27]1[CH:31]=[N:30][C:29]([CH3:32])=[N:28]1)[CH2:3][CH2:4][N:5]1C(=O)C2C(=CC=CC=2)C1=O.NN>CCO>[NH2:5][CH2:4][CH2:3][CH:2]([OH:1])[CH2:16][O:17][C:18]1[CH:23]=[C:22]([N+:24]([O-:26])=[O:25])[CH:21]=[CH:20][C:19]=1[N:27]1[CH:31]=[N:30][C:29]([CH3:32])=[N:28]1. Reported procedure: To a mixture of 2-(3-hydroxy-4-(2-(3-methyl-1H-1,2,4-triazol-1-yl)-5-nitrophenoxy)butyl)isoindoline-1,3-dione (2.458 g, 5.62 mmol) in EtOH (28.1 mL) was added hydrazine (8.82 mL, 281 mmol). The mixture was heated at 50° C. for 1.5 h. The reaction mixture was cooled to rt and filtered. The filtrate was concentrated and taken up in CH2Cl2. Again, the solid was filtered off, and the filtrate was concentrated and purified by Prep-HPLC to obtain 4-amino-1-(2-(3-methyl-1H-1,2,4-triazol-1-yl)-5-nitroph...